Dataset: the Open Reaction Database (ORD), a public repository of structured organic reaction records. Task: describe an organic reaction: reactants, conditions, products, and yield Starting materials: Fc1ccc(F)c(Cl)c1, O=[N+]([O-])O, O=S(=O)(O)O. Yields the product O=[N+]([O-])c1cc(F)c(Cl)cc1F. Reaction SMILES: [Cl:1][c:2]1[c:3]([F:9])[cH:4][cH:5][c:6]([F:8])[cH:7]1.[OH:10][N+:11]([O-:12])=[O:13].[S:14](=[O:15])(=[O:16])([OH:17])[OH:18]>>[Cl:1][c:2]1[c:3]([F:9])[cH:4][c:5]([N+:11](=[O:10])[O-:12])[c:6]([F:8])[cH:7]1. Starting materials: CI, CC(C)=O, CSc1nc(N)nc(S)c1C#N. The product is CSc1nc(N)nc(SC)c1C#N. As a reaction SMILES: [CH3:13][I:14].[CH3:15][C:16](=[O:17])[CH3:18].[NH2:1][c:2]1[n:3][c:4]([S:11][CH3:12])[c:5]([C:9]#[N:10])[c:6]([SH:8])[n:7]1>>[NH2:1][c:2]1[n:3][c:4]([S:11][CH3:12])[c:5]([C:9]#[N:10])[c:6]([S:8][CH3:13])[n:7]1. The reactants are COC(=O)CCC(=O)NCCCN1CCCC1=O, CO, [Na+], [OH-]. Product: O=C(O)CCC(=O)NCCCN1CCCC1=O. Reaction SMILES: [CH3:1][O:2][C:3]([CH2:4][CH2:5][C:6]([NH:7][CH2:8][CH2:9][CH2:10][N:11]1[C:12](=[O:16])[CH2:13][CH2:14][CH2:15]1)=[O:17])=[O:18].[CH3:21][OH:22].[Na+:20].[OH-:19]>>[O:2]=[C:3]([CH2:4][CH2:5][C:6]([NH:7][CH2:8][CH2:9][CH2:10][N:11]1[C:12](=[O:16])[CH2:13][CH2:14][CH2:15]1)=[O:17])[OH:18].